describe an organic reaction: reactants, conditions, products, and yield From a dataset of the Open Reaction Database (ORD), a public repository of structured organic reaction records. Reactants: ClC=1C=C2C(C(=COC2=CC1O)C1=CC=C(C=C1)O)=O (6-chloro-4′,7-dihydroxyisoflavone), C(C)(=O)OC(C)=O (acetic anhydride), CC(=O)CC(=O)O (diacetate). Solvent: N1=CC=CC=C1 (pyridine). Conditions: temperature 107.5 celsius. Yields the product ClC=1C=C2C(C(=COC2=CC1OC(C)=O)C1=CC=C(C=C1)OC(C)=O)=O (6-chloro-4′,7-diacetoxyisoflavone). Isolated yield 75.0%. RXN SMILES: [Cl:1][C:2]1[CH:3]=[C:4]2[C:9](=[CH:10][C:11]=1[OH:12])[O:8][CH:7]=[C:6]([C:13]1[CH:18]=[CH:17][C:16]([OH:19])=[CH:15][CH:14]=1)[C:5]2=[O:20].[C:21](OC(=O)C)(=[O:23])[CH3:22].[CH3:28][C:29](CC(O)=O)=[O:30]>N1C=CC=CC=1>[Cl:1][C:2]1[CH:3]=[C:4]2[C:9](=[CH:10][C:11]=1[O:12][C:21](=[O:23])[CH3:22])[O:8][CH:7]=[C:6]([C:13]1[CH:18]=[CH:17][C:16]([O:19][C:29](=[O:30])[CH3:28])=[CH:15][CH:14]=1)[C:5]2=[O:20]. Procedure: A mixture of 6-chloro-4′,7-dihydroxyisoflavone (1.25 g, 4.3 mmol), acetic anhydride (7.5 ml) and pyridine (1.4 ml) was heated in an oil bath at 105-110° C. for 1 h. After cooling the mixture to room temperature, it was stirred for a further 30 min during which time the diacetate crystallised from the solution. The product was filtered, washed thoroughly with aqueous methanol (50%) and dried to yield 6-chloro-4′,7-diacetoxyisoflavone (1.2 g, 75%) as colourless prisms. 1H NMR (CDCl3): δ 2.32 (s, 3... Starting materials: Cl (hydrochloric acid), C(C)N1C=NC(=C1)/C=C/C=1C(=NN(C1)C1=CC=CC=C1)OCC1=CC(=C(OCC=2N=C(OC2C)C2=CC=C(C=C2)CC(=O)OCC)C=C1)OC (ethyl (4-{4-[(4-[({4-[(E)-2-(1-ethyl-1H-imidazol-4-yl)ethenyl]-1-phenyl-1H-pyrazol-3-yl}oxy)methyl]-2-methoxyphenoxy)methyl]-5-methyl-1,3-oxazol-2-yl)phenyl)acetate), [OH-].[Na+] (sodium hydroxide), O1CCCC1 (tetrahydrofuran). Solvent: C(C)O (ethanol). Reaction conditions: time 8 hour. Product: C(C)N1C=NC(=C1)/C=C/C=1C(=NN(C1)C1=CC=CC=C1)OCC1=CC(=C(OCC=2N=C(OC2C)C2=CC=C(C=C2)CC(=O)O)C=C1)OC ((4-{4-[(4-[({4-[(E)-2-(1-ethyl-1H-imidazol-4-yl)ethenyl]-1-phenyl-1H-pyrazol-3-yl}oxy)methyl]-2-methoxyphenoxy)methyl]-5-methyl-1,3-oxazol-2-yl}phenyl)acetic acid). Yield: 101.5%. RXN SMILES: [CH2:1]([N:3]1[CH:7]=[C:6](/[CH:8]=[CH:9]/[C:10]2[C:11]([O:21][CH2:22][C:23]3[CH:48]=[CH:47][C:26]([O:27][CH2:28][C:29]4[N:30]=[C:31]([C:35]5[CH:40]=[CH:39][C:38]([CH2:41][C:42]([O:44]CC)=[O:43])=[CH:37][CH:36]=5)[O:32][C:33]=4[CH3:34])=[C:25]([O:49][CH3:50])[CH:24]=3)=[N:12][N:13]([C:15]3[CH:20]=[CH:19][CH:18]=[CH:17][CH:16]=3)[CH:14]=2)[N:5]=[CH:4]1)[CH3:2].[OH-].[Na+].O1CCCC1.Cl>C(O)C>[CH2:1]([N:3]1[CH:7]=[C:6](/[CH:8]=[CH:9]/[C:10]2[C:11]([O:21][CH2:22][C:23]3[CH:48]=[CH:47][C:26]([O:27][CH2:28][C:29]4[N:30]=[C:31]([C:35]5[CH:40]=[CH:39][C:38]([CH2:41][C:42]([OH:44])=[O:43])=[CH:37][CH:36]=5)[O:32][C:33]=4[CH3:34])=[C:25]([O:49][CH3:50])[CH:24]=3)=[N:12][N:13]([C:15]3[CH:20]=[CH:19][CH:18]=[CH:17][CH:16]=3)[CH:14]=2)[N:5]=[CH:4]1)[CH3:2] |f:1.2|. Reported procedure: A mixture of ethyl (4-{4-[(4-[({4-[(E)-2-(1-ethyl-1H-imidazol-4-yl)ethenyl]-1-phenyl-1H-pyrazol-3-yl}oxy)methyl]-2-methoxyphenoxy)methyl]-5-methyl-1,3-oxazol-2-yl)phenyl)acetate (485 mg), 8N aqueous sodium hydroxide solution (1 mL), tetrahydrofuran (5 mL) and ethanol (5 mL) was heated under reflux for 30 min. After cooling, to the reaction mixture was added 1N hydrochloric acid (8 mL) and the mixture was left standing overnight. The precipitated crystals were collected by filtration and recrysta...